Dataset: the Open Reaction Database (ORD), a public repository of structured organic reaction records. Task: describe an organic reaction: reactants, conditions, products, and yield Starting materials: CI (methyl iodide), ice water, ClC1=CC=C(C=C1)C1=NN2C(NC=3C=CC=CC3C2=N1)=O (2-(4-chlorophenyl)-[1,2,4]triazolo[1,5-c]quinazolin-5(6H)one), C[O-].[Na+] (sodium methoxide). Solvent: CS(=O)C (dimethyl sulphoxide), CS(=O)C (dimethylsulphoxide). The product is ClC1=CC=C(C=C1)C1=NN2C(N(C=3C=CC=CC3C2=N1)C)=O (2-(4-chlorophenyl)6-methyl-[1,2,4]triazolo[1,5-c]quinazolin-5(6H)one). As a reaction SMILES: [Cl:1][C:2]1[CH:7]=[CH:6][C:5]([C:8]2[N:20]=[C:19]3[N:10]([C:11](=[O:21])[NH:12][C:13]4[CH:14]=[CH:15][CH:16]=[CH:17][C:18]=43)[N:9]=2)=[CH:4][CH:3]=1.[CH3:22][O-].[Na+].CI>CS(C)=O>[Cl:1][C:2]1[CH:3]=[CH:4][C:5]([C:8]2[N:20]=[C:19]3[N:10]([C:11](=[O:21])[N:12]([CH3:22])[C:13]4[CH:14]=[CH:15][CH:16]=[CH:17][C:18]=43)[N:9]=2)=[CH:6][CH:7]=1 |f:1.2|. Procedure: To a mixture of 2-(4-chlorophenyl)-[1,2,4]triazolo[1,5-c]quinazolin-5(6H)one (6 g) in dry dimethylsulphoxide (150 ml) is added sodium methoxide (1.3 g). The mixture is heated under nitrogen for one hour at 85° and methyl iodide (1.3 ml) in dimethyl sulphoxide (10 ml) added. A white solid forms rapidly. The reaction mixture is heated three hours longer, cooled and poured into ice water (800 ml). The precipitated white solid is washed with water, air dried (7.2 g) and recrystallized from dimethyla... Reactants: [N+](=O)(O)[O-] (nitric acid), C1(=CC=CC=C1)S(=O)(=O)N1C=CC2=C(C=CC=C12)CC(=O)OC(C)(C)C (tert-Butyl [1-(phenylsulfonyl)-1H-indol-4-yl]acetate). Solvent: C(C)(=O)OC(C)=O (acetic anhydride), C(C)(=O)OC(C)=O (acetic anhydride). Run at temperature -78 celsius, time 10 minute. The product is [N+](=O)([O-])C1=CN(C2=CC=CC(=C12)CC(=O)OC(C)(C)C)S(=O)(=O)C1=CC=CC=C1 (tert-Butyl [3-nitro-1-(phenylsulfonyl)-1H-indol-4-yl]acetate). Reaction SMILES: [N+:1]([O-:4])(O)=[O:2].[C:5]1([S:11]([N:14]2[C:22]3[C:17](=[C:18]([CH2:23][C:24]([O:26][C:27]([CH3:30])([CH3:29])[CH3:28])=[O:25])[CH:19]=[CH:20][CH:21]=3)[CH:16]=[CH:15]2)(=[O:13])=[O:12])[CH:10]=[CH:9][CH:8]=[CH:7][CH:6]=1>C(OC(=O)C)(=O)C>[N+:1]([C:16]1[C:17]2[C:22](=[CH:21][CH:20]=[CH:19][C:18]=2[CH2:23][C:24]([O:26][C:27]([CH3:30])([CH3:29])[CH3:28])=[O:25])[N:14]([S:11]([C:5]2[CH:6]=[CH:7][CH:8]=[CH:9][CH:10]=2)(=[O:12])=[O:13])[CH:15]=1)([O-:4])=[O:2]. Procedure: To acetic anhydride (5 mL) at 0° C. was added 90% nitric acid (0.183 mL, 3.90 mmol) and the resulting mixture was aged for 10 min, then added dropwise to a solution of tert-butyl [1-(phenylsulfonyl)-1H-indol-4-yl]acetate from Step B (1.00 g, 2.69 mmol) in acetic anhydride (5 mL) at −78° C. The reaction mixture was stirred at −78° C. for 6 h, then aged at −20° C. for 16 b, then quenched with H2O and extracted with EtOAc (2×10 mL). The combined organic extracts were dried over Na2SO4, filtered, an... The reactants are CCOC(=O)Cc1nsc(NC(=O)c2ccccc2)n1, CS(C)=O, I, O=S(=O)(O)O. The product is CCOC(=O)C(=O)c1nsc(NC(=O)c2ccccc2)n1. RXN SMILES: [C:1]([c:2]1[cH:3][cH:4][cH:5][cH:6][cH:7]1)(=[O:8])[NH:9][c:10]1[n:11][c:12]([CH2:15][C:16](=[O:17])[O:18][CH2:19][CH3:20])[n:13][s:14]1.[CH3:27][S:28](=[O:29])[CH3:30].[I:21].[S:22]([OH:23])(=[O:24])(=[O:25])[OH:26]>>[C:1]([c:2]1[cH:3][cH:4][cH:5][cH:6][cH:7]1)(=[O:8])[NH:9][c:10]1[n:11][c:12]([C:15]([C:16](=[O:17])[O:18][CH2:19][CH3:20])=[O:23])[n:13][s:14]1. Procedure: A charge of 26 kgs. toluene, 2.5 kgs. 2-methylmercaptoimidazoline hydroiodide, 2.4 kgs. N-(p-fluorobenzyl)isatoic anhydride and 1.55 kgs. powdered anhydrous sodium carbonate is refluxed for 18 - 20 hours in a reaction vessel which is vented to a caustic gas washing tower. Any water formed during the reaction is collected in a Dean-Stark separator. The reaction is cooled to 20°C. and 10 kgs. water added. The mixture is stirred for about 30 minutes and the solids collected, washed several times wi... RXN SMILES: I.CS[C:4]1[NH:5][CH2:6][CH2:7][N:8]=1.[F:9][C:10]1[CH:28]=[CH:27][C:13]([CH2:14][N:15]2C(=O)O[C:18](=[O:19])[C:17]3=[CH:23][CH:24]=[CH:25][CH:26]=[C:16]23)=[CH:12][CH:11]=1.C(=O)([O-])[O-].[Na+].[Na+].C>C(O)C.C(Cl)(Cl)Cl.C1(C)C=CC=CC=1>[F:9][C:10]1[CH:11]=[CH:12][C:13]([CH2:14][N:15]2[C:16]3[C:17](=[CH:23][CH:24]=[CH:25][CH:26]=3)[C:18](=[O:19])[N:5]3[CH2:6][CH2:7][N:8]=[C:4]23)=[CH:27][CH:28]=1 |f:0.1,3.4.5|. The solvent is C(Cl)(Cl)Cl (chloroform), C1(=CC=CC=C1)C (toluene), C(C)O (ethanol), 14. The product is FC1=CC=C(CN2C=3N(C(C4=CC=CC=C24)=O)CCN3)C=C1 (10-(4'-fluorobenzyl)-2,3-dihydro-imidazo[2,1-b]quinazolin-5(10H)-one). Conditions: temperature 20 celsius, time 30 minute. Reactants: 26, C (charcoal), C([O-])([O-])=O.[Na+].[Na+] (sodium carbonate), I.CSC=1NCCN1 (2-methylmercaptoimidazoline hydroiodide), FC1=CC=C(CN2C=3C(C(=O)OC2=O)=CC=CC3)C=C1 (N-(p-fluorobenzyl)isatoic anhydride). The reactants are one, C(C(O)C)(=O)O (lactic acid), C(CCCCCCC)O (octyl alcohol), S(O)(O)(=O)=O (sulfuric acid). Run in C1(=CC=CC=C1)C (toluene). Product: C(C(O)C)(=O)OCCCCCCCC (Octyl Lactate). Isolated yield 35.7%. As a reaction SMILES: [C:1]([OH:6])(=[O:5])[CH:2]([CH3:4])[OH:3].[CH2:7](O)[CH2:8][CH2:9][CH2:10][CH2:11][CH2:12][CH2:13][CH3:14].S(=O)(=O)(O)O>C1(C)C=CC=CC=1>[C:1]([O:6][CH2:7][CH2:8][CH2:9][CH2:10][CH2:11][CH2:12][CH2:13][CH3:14])(=[O:5])[CH:2]([CH3:4])[OH:3]. Reported procedure: A 2 liter one neck round bottom flask equipped with a Dean Stark trap, condenser and nitrogen, inlet outlet was charged with 150.0 g (1.66 moles) lactic acid, 293.0 g (2.25 moles) octyl alcohol, 6 ml sulfuric acid and 500 ml toluene. Mixture was heated to 130° for 2.5 hours and water was collected as the reaction proceeded. The acid was neutralized by washing three times with 50 ml saturated sodium bicarbonate solution. Approximately 50 ml ether was needed to break the emulsion. The organic laye... Starting materials: Cl, CCOC(=O)CC(c1ccccc1)n1cnc2cc(NC(=O)c3ccc(N)cc3)ccc21. Yields the product Nc1ccc(C(=O)Nc2ccc3c(c2)ncn3C(CC(=O)O)c2ccccc2)cc1. Reaction SMILES: [ClH:33].[NH2:1][c:2]1[cH:3][cH:4][c:5]([C:6](=[O:7])[NH:8][c:9]2[cH:10][c:11]3[c:12]([n:13]([CH:16]([CH2:17][C:18](=[O:19])[O:20][CH2:21][CH3:22])[c:23]4[cH:24][cH:25][cH:26][cH:27][cH:28]4)[cH:14][n:15]3)[cH:29][cH:30]2)[cH:31][cH:32]1>>[NH2:1][c:2]1[cH:3][cH:4][c:5]([C:6](=[O:7])[NH:8][c:9]2[cH:10][c:11]3[c:12]([n:13]([CH:16]([CH2:17][C:18](=[O:19])[OH:20])[c:23]4[cH:24][cH:25][cH:26][cH:27][cH:28]4)[cH:14][n:15]3)[cH:29][cH:30]2)[cH:31][cH:32]1.